This data is from the Open Reaction Database (ORD), a public repository of structured organic reaction records. The task is: describe an organic reaction: reactants, conditions, products, and yield Run at temperature 90 celsius, time 5.5 hour. The solvent is C1CCOC1 (THF). Procedure details: A mixture of 390 mg of ethyl {1-[2-(4-chloro-2,5-difluorophenyl)-6,6-dioxo-5,7-dihydrothieno[3,4-d]pyrimidin-4-yl]piperidin-4-ylidene}acetate, 10 ml of 6M hydrochloric acid aqueous solution, and 10 ml of THF was stirred at 90° C. for 5.5 hours. The solvent was distilled off under reduced pressure, and the resultant solid was recrystallized from water-acetonitrile to yield 126 mg of {1-[2-(4-chloro-2,5-difluorophenyl)-6,6-dioxo-5,7-dihydrothieno[3,4-d]pyrimidin-4-yl]piperidin-4-ylidene}acetic aci... RXN SMILES: [Cl:1][C:2]1[C:7]([F:8])=[CH:6][C:5]([C:9]2[N:10]=[C:11]([N:20]3[CH2:25][CH2:24][C:23](=[CH:26][C:27]([O:29]CC)=[O:28])[CH2:22][CH2:21]3)[C:12]3[CH2:17][S:16](=[O:19])(=[O:18])[CH2:15][C:13]=3[N:14]=2)=[C:4]([F:32])[CH:3]=1.Cl>C1COCC1>[ClH:1].[Cl:1][C:2]1[C:7]([F:8])=[CH:6][C:5]([C:9]2[N:10]=[C:11]([N:20]3[CH2:25][CH2:24][C:23](=[CH:26][C:27]([OH:29])=[O:28])[CH2:22][CH2:21]3)[C:12]3[CH2:17][S:16](=[O:18])(=[O:19])[CH2:15][C:13]=3[N:14]=2)=[C:4]([F:32])[CH:3]=1 |f:3.4|. The reactants are ClC1=CC(=C(C=C1F)C=1N=C(C2=C(N1)CS(C2)(=O)=O)N2CCC(CC2)=CC(=O)OCC)F (ethyl {1-[2-(4-chloro-2,5-difluorophenyl)-6,6-dioxo-5,7-dihydrothieno[3,4-d]pyrimidin-4-yl]piperidin-4-ylidene}acetate), Cl (hydrochloric acid). Yield: 63.5%. Yields the product Cl.ClC1=CC(=C(C=C1F)C=1N=C(C2=C(N1)CS(C2)(=O)=O)N2CCC(CC2)=CC(=O)O)F ({1-[2-(4-chloro-2,5-difluorophenyl)-6,6-dioxo-5,7-dihydrothieno[3,4-d]pyrimidin-4-yl]piperidin-4-ylidene}acetic acid hydrochloride).